Dataset: the Open Reaction Database (ORD), a public repository of structured organic reaction records. Task: describe an organic reaction: reactants, conditions, products, and yield RXN SMILES: [CH3:1][O:2][C:3]1[CH:8]=[CH:7][C:6]([N:9]2[C:13]3[CH:14]=[C:15]([C:18]4[O:22][C:21]([SH:23])=[N:20][N:19]=4)[CH:16]=[CH:17][C:12]=3[N:11]=[CH:10]2)=[CH:5][CH:4]=1.[F:24][C:25]1[CH:26]=[C:27]([CH:30]=[CH:31][CH:32]=1)[CH2:28]Cl>>[F:24][C:25]1[CH:26]=[C:27]([CH:30]=[CH:31][CH:32]=1)[CH2:28][S:23][C:21]1[O:22][C:18]([C:15]2[CH:16]=[CH:17][C:12]3[N:11]=[CH:10][N:9]([C:6]4[CH:7]=[CH:8][C:3]([O:2][CH3:1])=[CH:4][CH:5]=4)[C:13]=3[CH:14]=2)=[N:19][N:20]=1. Yield: 26.0%. The product is FC=1C=C(CSC2=NN=C(O2)C=2C=CC3=C(N(C=N3)C3=CC=C(C=C3)OC)C2)C=CC1 (6-[5-[(3-fluorobenzyl)thio]-1,3,4-oxadiazol-2-yl]-1-(4-methoxyphenyl)-1H-benzimidazole). The reactants are COC1=CC=C(C=C1)N1C=NC2=C1C=C(C=C2)C2=NN=C(O2)S (5-[1-(4-methoxyphenyl)-1H-benzimidazol-6-yl]-1,3,4-oxadiazole-2-thiol), FC=1C=C(CCl)C=CC1 (3-fluorobenzyl chloride). Procedure details: In the same manner as in Example 1 and using 5-[1-(4-methoxyphenyl)-1H-benzimidazol-6-yl]-1,3,4-oxadiazole-2-thiol instead of 5-(benzothiazol-6-yl)-1,3,4-oxadiazole-2-thiol and 3-fluorobenzyl chloride instead of 3-(trifluoromethyl)benzyl chloride, the title compound (yield 26%) was obtained as colorless crystals. Reported procedure: To 4-propyl-(3-phenyl)pyridine-N-Oxide (1 g, 4.69 mmol) in dichloromethane (10 mL) trimethylsilyl cyanide (1.3 mL, 10 mmol) and dimethylcarbamyl chloride (1 mL, 10 mmol) was added and stirred at room temperature for 24 hours. Aqueous potassium carbonate (10%, 10 mL) was added and extracted with dichloromethane (100 mL). The crude product obtained on removal of solvent was taken in hydrochloric acid (6N, 30 mL) and refluxed for 24 hours. Removal of acid followed by crystallization of the crude pr... Product: C(CC)C1=CC(=NC=C1)C(=O)O (4-propylpyridinecarboxylic acid). RXN SMILES: [CH2:1]([C:4]1[CH:9]=[CH:8][N+:7]([O-])=[CH:6][C:5]=1C1C=CC=CC=1)[CH2:2][CH3:3].ClCCl.CN(C)C(Cl)=O.[C:26](=O)([O-:28])[O-:27].[K+].[K+]>Cl>[CH2:1]([C:4]1[CH:5]=[CH:6][N:7]=[C:8]([C:26]([OH:28])=[O:27])[CH:9]=1)[CH2:2][CH3:3] |f:3.4.5|. Solvent: Cl (hydrochloric acid). Conditions: time 24 hour. Reactants: C(CC)C1=C(C=[N+](C=C1)[O-])C1=CC=CC=C1 (4-propyl-(3-phenyl)pyridine-N-Oxide), ClCCl (dichloromethane), CN(C(=O)Cl)C (dimethylcarbamyl chloride), C([O-])([O-])=O.[K+].[K+] (potassium carbonate). Yield: 86.0%. Reactants: OC(CCCC(C=C)=O)CCCCC (7-hydroxy-1-dodecen-3-one), CC1C(CCC1=O)=O (2-methylcyclopentane-1,3-dione), C=1(C(=CC=CC1)C)C (xylene). The solvent is C(C)(=O)O (acetic acid). Product: O1CC=CC2=C1CC(C=C2)=O ([1]benzopyran-7(8H)-one). As a reaction SMILES: O[CH:2]([CH2:10][CH2:11][CH2:12][CH2:13]C)[CH2:3][CH2:4][CH2:5][C:6](=[O:9])C=C.CC1C(=[O:21])CCC1=O.C1(C)C(C)=CC=CC=1>C(O)(=O)C>[O:9]1[C:13]2[CH2:12][C:11](=[O:21])[CH:10]=[CH:2][C:3]=2[CH:4]=[CH:5][CH2:6]1. Procedure details: A mixture of the optically active 7-hydroxy-1-dodecen-3-one, obtained as described in Example 4, 2.25 grams of 2-methylcyclopentane-1,3-dione, 50 milliliters of xylene, and 25 milliliters of acetic acid was refluxed for 11/2 hours under a nitrogen atmosphere. After evaporation under vacuum, the residue was extracted with cold benzene leaving 400 milliliters of unreacted methylcyclopentanedione as an insoluble residue. The benzene solution was then evaporated to yield 5.56 grams of optically acti... Reactants: COC1=CC=C(CC(C(=O)[O-])(C)OC([C@@H](NC(=O)OCC2=CC=CC=C2)C(C)C)=O)C=C1 (4-methoxybenzyl-2-(N-CBZ-L-valyloxy)-propionate), FC(C(=O)O)(F)F (trifluoroacetic acid). Procedure details: To a solution of 4-methoxybenzyl-2-(N-CBZ-L-valyloxy)-propionate (7.8 g, 17.5 mmole) in dichloromethane (100 ml) was added trifluoroacetic acid (10 ml) and the solution was stirred for one hour at room temperature. The solution was evaporated under reduced pressure and the product was isolated by silica gel column chromatography. Yield: 5.0 g As a reaction SMILES: COC1C=CC([CH2:7][C:8]([O:13][C:14](=[O:30])[C@H:15]([CH:27]([CH3:29])[CH3:28])[NH:16][C:17]([O:19][CH2:20][C:21]2[CH:26]=[CH:25][CH:24]=[CH:23][CH:22]=2)=[O:18])(C)[C:9]([O-:11])=[O:10])=CC=1.FC(F)(F)C(O)=O>ClCCl>[C:17]([NH:16][C@H:15]([C:14]([O:13][CH:8]([CH3:7])[C:9]([OH:11])=[O:10])=[O:30])[CH:27]([CH3:28])[CH3:29])([O:19][CH2:20][C:21]1[CH:26]=[CH:25][CH:24]=[CH:23][CH:22]=1)=[O:18]. The product is C(=O)(OCC1=CC=CC=C1)N[C@@H](C(C)C)C(=O)OC(C(=O)O)C (2-(N-CBZ-L-valyloxy)-propionic acid). Reaction conditions: time 1 hour. Solvent: ClCCl (dichloromethane). Starting materials: O=C1CCC(=O)N1Br, ClCCl, Cc1cnc(N)s1, CCOC(C)=O, CC(C)n1cc(C(=O)O)c2ccc(Cl)cc21, Cl, O, c1ccc(P(c2ccccc2)c2ccccc2)cc1. The product is Cc1cnc(NC(=O)c2cn(C(C)C)c3cc(Cl)ccc23)s1. As a reaction SMILES: [Br:20][N:21]1[C:22](=[O:23])[CH2:24][CH2:25][C:26]1=[O:27].[CH2:52]([Cl:53])[Cl:54].[CH3:44][c:45]1[cH:46][n:47][c:48]([NH2:50])[s:49]1.[CH3:56][CH2:57][O:58][C:59](=[O:60])[CH3:61].[Cl:28][c:29]1[cH:30][cH:31][c:32]2[c:33]([C:41](=[O:42])[OH:43])[cH:34][n:35]([CH:38]([CH3:39])[CH3:40])[c:36]2[cH:37]1.[ClH:51].[OH2:55].[c:1]1([P:2]([c:3]2[cH:4][cH:5][cH:6][cH:7][cH:8]2)[c:9]2[cH:10][cH:11][cH:12][cH:13][cH:14]2)[cH:15][cH:16][cH:17][cH:18][cH:19]1>>[Cl:28][c:29]1[cH:30][cH:31][c:32]2[c:33]([C:41](=[O:43])[NH:50][c:48]3[n:47][cH:46][c:45]([CH3:44])[s:49]3)[cH:34][n:35]([CH:38]([CH3:39])[CH3:40])[c:36]2[cH:37]1.